From a dataset of the Open Reaction Database (ORD), a public repository of structured organic reaction records. describe an organic reaction: reactants, conditions, products, and yield Reactants: CC(C)(C)OC(=O)NOCc1ccccc1, N#CCCCCN(OCc1ccccc1)C(=O)CCCCCl, [H-], [Na+], CN(C)C=O. Yields the product CC(C)(C)OC(=O)N(CCCCC(=O)N(CCCCC#N)OCc1ccccc1)OCc1ccccc1. Reaction SMILES: [C:1]([CH3:2])([CH3:3])([CH3:4])[O:5][C:6](=[O:7])[NH:8][O:9][CH2:10][c:11]1[cH:12][cH:13][cH:14][cH:15][cH:16]1.[CH2:19]([c:20]1[cH:21][cH:22][cH:23][cH:24][cH:25]1)[O:26][N:27]([C:28]([CH2:29][CH2:30][CH2:31][CH2:32][Cl:33])=[O:34])[CH2:35][CH2:36][CH2:37][CH2:38][C:39]#[N:40].[H-:17].[Na+:18].[O:41]=[CH:42][N:43]([CH3:44])[CH3:45]>>[C:1]([CH3:2])([CH3:3])([CH3:4])[O:5][C:6](=[O:7])[N:8]([O:9][CH2:10][c:11]1[cH:12][cH:13][cH:14][cH:15][cH:16]1)[CH2:32][CH2:31][CH2:30][CH2:29][C:28]([N:27]([O:26][CH2:19][c:20]1[cH:21][cH:22][cH:23][cH:24][cH:25]1)[CH2:35][CH2:36][CH2:37][CH2:38][C:39]#[N:40])=[O:34].